describe an organic reaction: reactants, conditions, products, and yield From a dataset of the Open Reaction Database (ORD), a public repository of structured organic reaction records. The reactants are C(C)OC(=O)CN1C(C[C@@H](C1)C1=CC=CC=C1)=O (N-ethoxycarbonylmethyl-4(R)-phenyl-2-pyrrolidinone), N (ammonia). Run in CO (methanol). Yields the product C(N)(=O)CN1C(C[C@@H](C1)C1=CC=CC=C1)=O (N-carbamoylmethyl-4(R)-phenyl-2-pyrrolidinone). The yield is 85.0%. Reaction SMILES: C([O:3][C:4]([CH2:6][N:7]1[CH2:11][C@@H:10]([C:12]2[CH:17]=[CH:16][CH:15]=[CH:14][CH:13]=2)[CH2:9][C:8]1=[O:18])=O)C.[NH3:19]>CO>[C:4]([CH2:6][N:7]1[CH2:11][C@@H:10]([C:12]2[CH:17]=[CH:16][CH:15]=[CH:14][CH:13]=2)[CH2:9][C:8]1=[O:18])(=[O:3])[NH2:19]. Procedure details: The solution of N-ethoxycarbonylmethyl-4(R)-phenyl-2-pyrrolidinone (3) (250 mg, 1.01 mM) in methanol (30 ml) saturated by stream of gaseous ammonia for 5 hours. Reaction mixture was concentrated under reduced pressure and the residue was purified by column chromatography with ethylacetate-hexane mixture 1:1 silicagel giving N-carbamoylmethyl-4(R)-phenyl-2-pyrrolidinone (4a) (187 mg, 85%). M.p. 107.5-108° C. [α]D20=+8.5° (c=3, MeOH). 1H NMR (CDCl3), δ: 2.61 (1H, d, d, 3-CH2); 2.87 (1H, d, d, 3-CH... As a reaction SMILES: [CH3:1][O:2][C:3]1[CH:9]=[CH:8][C:7]([O:10][CH3:11])=[CH:6][C:4]=1[NH2:5].[CH:12]([CH:14]([C:18]1[CH:23]=[CH:22][C:21]([O:24][CH3:25])=[CH:20][CH:19]=1)[C:15]([O-:17])=[O:16])=O.Cl.[C:27]1(C)C=CC=C[CH:28]=1>>[CH3:1][O:2][C:3]1[CH:9]=[CH:8][C:7]([O:10][CH3:11])=[CH:6][C:4]=1[NH:5]/[CH:12]=[C:14](/[C:18]1[CH:23]=[CH:22][C:21]([O:24][CH3:25])=[CH:20][CH:19]=1)\[C:15]([O:17][CH2:27][CH3:28])=[O:16]. Yield: 52.0%. Procedure: A solution of 2,5-dimethoxyaniline (1.07 g, 7.00 mmol) and ethyl ∀-formyl-4-methoxyphenylacetate (1.71 g, 1.1 eq) in toluene (15 ml) is refluxed for 18 hours. After cooling, the reaction mixture is diluted with toluene (15 ml) and then acidified with 10% HCl. After extraction, the organic phase obtained is dried over MgSO4 and then evaporated under reduced pressure. The isolated residue is crystallized from methanol and then filtered on a sinter funnel to give 1.30 g (52%) of compound 28. Starting materials: C1(=CC=CC=C1)C (toluene), COC1=C(N)C=C(C=C1)OC (2,5-dimethoxyaniline), C(=O)C(C(=O)[O-])C1=CC=C(C=C1)OC (formyl-4-methoxyphenylacetate), C1(=CC=CC=C1)C (toluene), Cl (HCl). Product: COC1=C(N\C=C(/C(=O)OCC)\C2=CC=C(C=C2)OC)C=C(C=C1)OC (Ethyl (Z)-3-(2,5-dimethoxyanilino)-2-(4-methoxyphenyl)-2-propenoate).